Dataset: the Open Reaction Database (ORD), a public repository of structured organic reaction records. Task: describe an organic reaction: reactants, conditions, products, and yield Yields the product O=C(Nc1ccn(Cc2ccccc2O)n1)c1c(F)cccc1F. Reactants: CCOC(C)=O, O=C(Nc1ccn(Cc2ccccc2OCc2ccccc2)n1)c1c(F)cccc1F, [H][H]. As a reaction SMILES: [CH3:34][CH2:35][O:36][C:37](=[O:38])[CH3:39].[F:1][c:2]1[c:3]([C:4](=[O:5])[NH:6][c:7]2[n:8][n:9]([CH2:12][c:13]3[c:14]([O:19][CH2:20][c:21]4[cH:22][cH:23][cH:24][cH:25][cH:26]4)[cH:15][cH:16][cH:17][cH:18]3)[cH:10][cH:11]2)[c:27]([F:31])[cH:28][cH:29][cH:30]1.[H:32][H:33]>>[F:1][c:2]1[c:3]([C:4](=[O:5])[NH:6][c:7]2[n:8][n:9]([CH2:12][c:13]3[c:14]([OH:19])[cH:15][cH:16][cH:17][cH:18]3)[cH:10][cH:11]2)[c:27]([F:31])[cH:28][cH:29][cH:30]1. Product: O=C(Cc1ccc(C(F)(F)F)cc1)NCC1CN(Cc2ccc(Cl)c(Cl)c2)CCO1. Reactants: NCC1CN(Cc2ccc(Cl)c(Cl)c2)CCO1, O=C(O)Cc1ccc(C(F)(F)F)cc1. RXN SMILES: [Cl:1][c:2]1[cH:3][c:4]([CH2:5][N:6]2[CH2:7][CH:8]([CH2:12][NH2:13])[O:9][CH2:10][CH2:11]2)[cH:14][cH:15][c:16]1[Cl:17].[F:18][C:19]([c:20]1[cH:21][cH:22][c:23]([CH2:26][C:27](=[O:28])[OH:29])[cH:24][cH:25]1)([F:30])[F:31]>>[Cl:1][c:2]1[cH:3][c:4]([CH2:5][N:6]2[CH2:7][CH:8]([CH2:12][NH:13][C:27]([CH2:26][c:23]3[cH:22][cH:21][c:20]([C:19]([F:18])([F:30])[F:31])[cH:25][cH:24]3)=[O:28])[O:9][CH2:10][CH2:11]2)[cH:14][cH:15][c:16]1[Cl:17]. Starting materials: [BH4-], CCO, [Na+], O=Cc1ccc2c3c1ccn3C(=O)CNC2. Product: O=C1CNCc2ccc(CO)c3ccn1c23. RXN SMILES: [BH4-:1].[CH3:19][CH2:20][OH:21].[Na+:2].[O:3]=[C:4]1[CH2:5][NH:6][CH2:7][c:8]2[cH:9][cH:10][c:11]([CH:17]=[O:18])[c:12]3[cH:13][cH:14][n:15]1[c:16]23>>[O:3]=[C:4]1[CH2:5][NH:6][CH2:7][c:8]2[cH:9][cH:10][c:11]([CH2:17][OH:18])[c:12]3[cH:13][cH:14][n:15]1[c:16]23. Starting materials: S1CCC(CC1)=O (tetrahydro-4H-thiopyran-4-one), ClC1=CC=C(C=O)C=C1 (4-chlorobenzaldehyde), Cl (HCl). Run in C(C)O (ethanol). Yields the product ClC1=CC=C(C=C1)C=C1CSCC(C1=O)=CC1=CC=C(C=C1)Cl (Tetrahydro-3,5-bis-(4-chlorophenylmethylene)-4H-thiopyran-4-one). RXN SMILES: [S:1]1[CH2:6][CH2:5][C:4](=[O:7])[CH2:3][CH2:2]1.[Cl:8][C:9]1[CH:16]=[CH:15][C:12]([CH:13]=O)=[CH:11][CH:10]=1.[ClH:17]>C(O)C>[Cl:8][C:9]1[CH:16]=[CH:15][C:12]([CH:13]=[C:3]2[C:4](=[O:7])[C:5](=[CH:13][C:12]3[CH:15]=[CH:16][C:9]([Cl:17])=[CH:10][CH:11]=3)[CH2:6][S:1][CH2:2]2)=[CH:11][CH:10]=1. Reported procedure: A solution of tetrahydro-4H-thiopyran-4-one (10.0 g, 0.086 mole) and 4-chlorobenzaldehyde (24.0 g, 0.172 mole) in 60 ml ethanol is treated with 6 ml of concentrated HCl and heated at reflux temperature for 2 hours. Upon cooling, 10 g of product is collected. Concentration of the mother liquor and washings to the original volume and adding additional concentrated HCl (4 ml) gives another 12 g of product. The combined crude material, recrystallized from CHCl3 /EtOH gives 15 g of product, m.p. 163°...